Dataset: the Open Reaction Database (ORD), a public repository of structured organic reaction records. Task: describe an organic reaction: reactants, conditions, products, and yield The reactants are Ice water, C(C)(=O)OCC (ethyl acetate), C(C)(=O)C1=CC=2NC3=CC=CC=C3SC2C=C1 (2-acetylphenothiazine), CC(C)([O-])C.[K+] (potassium t-butoxide), CI (Methyl iodide). Solvent: CN(C=O)C (dimethylformamide). Reaction conditions: time 15 minute. Product: C(C)(=O)C1=CC=2N(C3=CC=CC=C3SC2C=C1)C (2-Acetyl-10-methylphenothiazine). Yield: 39.2%. RXN SMILES: [C:1]([C:4]1[CH:17]=[CH:16][C:15]2[S:14][C:13]3[C:8](=[CH:9][CH:10]=[CH:11][CH:12]=3)[NH:7][C:6]=2[CH:5]=1)(=[O:3])[CH3:2].[CH3:18]C(C)([O-])C.[K+].CI.C(OCC)(=O)C>CN(C)C=O>[C:1]([C:4]1[CH:17]=[CH:16][C:15]2[S:14][C:13]3[C:8](=[CH:9][CH:10]=[CH:11][CH:12]=3)[N:7]([CH3:18])[C:6]=2[CH:5]=1)(=[O:3])[CH3:2] |f:1.2|. Procedure: To a solution of 2-acetylphenothiazine (Aldrich) (2.41 g, 10 mmol) in dimethylformamide (25 mL) was added potassium t-butoxide (1.5 g, 13.4 mmol) and the mixture was stirred for 15 minutes. Methyl iodide (1.9 g, 13.4 mmol) was then added, dropwise, to the resulting solution and the mixture stirred for 30 minutes. Ice-water was added to the reaction mixture followed by ethyl acetate. The organic layer was decanted, washed with brine, dried over Na2SO4 and evaporated to dryness. The oily residue w... Starting materials: C(C)(=O)C1=C(C=CC(=C1)N1CCOCC1)NC(C1=C(C=CC=C1)OCC1=CC=CC=C1)=O (N-(2-Acetyl-4-morpholinophenyl)-2-benzyloxybenzamide), [OH-].[Na+] (NaOH). Solvent: O1CCOCC1 (1,4 dioxane). Yields the product C(C1=CC=CC=C1)OC1=C(C=CC=C1)C1=NC2=CC=C(C=C2C(C1)=O)N1CCOCC1 (2-(2-Benzyloxyphenyl)-6-morpholinoquinolin-4-one). Yield: 118.5%. Reaction SMILES: [C:1]([C:4]1[CH:9]=[C:8]([N:10]2[CH2:15][CH2:14][O:13][CH2:12][CH2:11]2)[CH:7]=[CH:6][C:5]=1[NH:16][C:17](=O)[C:18]1[CH:23]=[CH:22][CH:21]=[CH:20][C:19]=1[O:24][CH2:25][C:26]1[CH:31]=[CH:30][CH:29]=[CH:28][CH:27]=1)(=[O:3])[CH3:2].[OH-].[Na+]>O1CCOCC1>[CH2:25]([O:24][C:19]1[CH:20]=[CH:21][CH:22]=[CH:23][C:18]=1[C:17]1[CH2:2][C:1](=[O:3])[C:4]2[C:5](=[CH:6][CH:7]=[C:8]([N:10]3[CH2:15][CH2:14][O:13][CH2:12][CH2:11]3)[CH:9]=2)[N:16]=1)[C:26]1[CH:31]=[CH:30][CH:29]=[CH:28][CH:27]=1 |f:1.2|. Procedure details: To a solution of 92 (1.2 g, 2.7 mmol) in 1,4 dioxane (150 ml) was added NaOH (0.9 g, 21.4 mmol). The mixture was refluxed for 5 h, concentrated and added 10% NH4Cl (100 ml). The precipitate was collected and washed with H2O and acetone. The crude product was purified by column chromatography (silica gel, CHCl3:MeOH=25:1) to give 113 as yellow solid (1.3 g, 3.2 mmol). Yield: 65.4%; mp 281-283° C.; MS (EI, 70 eV): m/z 412.4 (M+); 1H-NMR (DMSO-d6. 200 MHz): δ 3.15 (m, 4H), 3.77 (m, 4H), 5.12 (s, 2H...